describe an organic reaction: reactants, conditions, products, and yield From a dataset of the Open Reaction Database (ORD), a public repository of structured organic reaction records. Reactants: CC(CO)(C)C1=CC=NC=C1 (4-(1,1-Dimethyl-2-hydroxyethyl)pyridine), C(C)(=O)O (acetic acid), [H][H] (hydrogen). Reagents/catalysts: [Pt]=O (platinum oxide). Yields the product C(C)(=O)O.CC(CO)(C)C1CCNCC1 (4-(1,1-dimethyl-2-hydroxyethyl)piperidine acetate). RXN SMILES: [CH3:1][C:2]([C:6]1[CH:11]=[CH:10][N:9]=[CH:8][CH:7]=1)([CH3:5])[CH2:3][OH:4].[H][H].[C:14]([OH:17])(=[O:16])[CH3:15]>[Pt]=O>[C:14]([OH:17])(=[O:16])[CH3:15].[CH3:5][C:2]([CH:6]1[CH2:7][CH2:8][NH:9][CH2:10][CH2:11]1)([CH3:1])[CH2:3][OH:4] |f:4.5|. Procedure details: 4-(1,1-Dimethyl-2-hydroxyethyl)pyridine [which may be prepared as described by Fraenkel et al, J. Amer. Chem. Soc. (1971), 93, 7228; 3 g] was dissolved in acetic acid (30 ml) and hydrogenated in the presence of platinum oxide catalyst for 10 hours at a maximum temperature of 37° C. and a pressure of 50 pounds per square inch, until 100% of the theoretical uptake of hydrogen had occurred. The reaction mixture was then filtered and the filtrate was evaporated under reduced pressure (15 mmHg) to gi... The reactants are NC1=CC=C(CC2C(NC(S2)=O)=O)C=C1 (5-(4-aminobenzyl) thiazolidine-2,4-dione), Cl (HCl), CC1=C(N=C(O1)C1=CC=CC=C1)CC(=O)O (2-(5-Methyl-2-phenyl-4-oxazolyl) acetic acid), ClC(=O)OCC (ethyl chloroformate), anhydride. Solvent: C(C)N(CC)CC (triethylamine), C(C)N(CC)CC (Triethylamine), C(Cl)Cl (CH2Cl2), C(C)(=O)OCC (ethyl acetate). Run at temperature 0 celsius, time 15 minute. Yields the product CC1=C(N=C(O1)C1=CC=CC=C1)CC(=O)NC1=CC=C(CC2C(NC(S2)=O)=O)C=C1 (5-[4-[2-(5-Methyl-2-phenyl-4-oxazolyl)acetamido]benzyl]thiazolidine-2,4-dione). The yield is 110.7%. Reaction SMILES: [CH3:1][C:2]1[O:6][C:5]([C:7]2[CH:12]=[CH:11][CH:10]=[CH:9][CH:8]=2)=[N:4][C:3]=1[CH2:13][C:14]([OH:16])=O.ClC(OCC)=O.[NH2:23][C:24]1[CH:37]=[CH:36][C:27]([CH2:28][CH:29]2[S:33][C:32](=[O:34])[NH:31][C:30]2=[O:35])=[CH:26][CH:25]=1.Cl>C(Cl)Cl.C(OCC)(=O)C.C(N(CC)CC)C>[CH3:1][C:2]1[O:6][C:5]([C:7]2[CH:8]=[CH:9][CH:10]=[CH:11][CH:12]=2)=[N:4][C:3]=1[CH2:13][C:14]([NH:23][C:24]1[CH:37]=[CH:36][C:27]([CH2:28][CH:29]2[S:33][C:32](=[O:34])[NH:31][C:30]2=[O:35])=[CH:26][CH:25]=1)=[O:16]. Reported procedure: 2-(5-Methyl-2-phenyl-4-oxazolyl) acetic acid (0.40 g, 1.8 mmol) dissolved in 5 mL of CH2Cl2 was cooled to 0°-5° C. Triethylamine (0.46 mL) and then ethyl chloroformate (0.30 mL) were each added dropwise. After stirring at 15 minutes at 0° C. to assure complete conversion of the acid to the intermediate mixed anhydride, a solution of 5-(4-aminobenzyl) thiazolidine-2,4-dione (0.71 g, 3.2 mmol; Chem. Pharm. Bull. Japan, v. 30, p. 3580, 1982) and 0.24 mL triethylamine in 15 mL were added dropwise as... The yield is 72.8%. Reaction SMILES: [C:1]([NH:8][CH2:9][CH2:10][NH2:11])([O:3][C:4]([CH3:7])([CH3:6])[CH3:5])=[O:2].[IH:12].CS[C:15](=[NH:17])[NH2:16]>C(O)C>[IH:12].[C:1]([N:8]([CH2:9][CH2:10][NH2:11])[C:15]([NH2:17])=[NH:16])([O:3][C:4]([CH3:5])([CH3:6])[CH3:7])=[O:2] |f:1.2,4.5|. Procedure: A solution of commercial N-BOC-ethylendiamine (1 g) in dry ethanol (100 ml) and 2-methyl-2-thiopseudourea hydroiodide (1.5 g) was refluxed for 8 hours. The solvent was removed at reduced pressure and the crude residue purified by flash chromatography (methylene chloride/methanol: 9/1) to yield 1.5 g of N-BOC-2-aminoethylguanidine hydroiodide as a yellow oil which was dissolved in methanolic hydrochloric acid solution 5N (20 ml) and stirred at room temperature for 3 hours. The white precipitate w... Run in C(C)O (ethanol). The product is I.C(=O)(OC(C)(C)C)N(C(=N)N)CCN (N-BOC-2-aminoethylguanidine hydroiodide). The reactants are C(=O)(OC(C)(C)C)NCCN (N-BOC-ethylendiamine), I.CSC(N)=N (2-methyl-2-thiopseudourea hydroiodide). The reactants are ClC=1C=NC=2C(NC=CC2C1)=O (3-chloro-1,7-naphthyridin-8(7H)-one), CO (MeOH), C(C)#N (acetonitrile), F[B-](F)(F)F.ClC[N+]12CC[N+](CC1)(CC2)F.F[B-](F)(F)F (1-(chloromethyl)-4-fluoro-1,4-diazabicyclo[2.2.2]octane-1,4-diium tetrafluoroborate), CCOC(=O)C (EtOAc), F[B-](F)(F)F.ClC[N+]12CC[N+](CC1)(CC2)F.F[B-](F)(F)F (1-(chloromethyl)-4-fluoro-1,4-diazabicyclo[2.2.2]octane-1,4-diium tetrafluoroborate). Run in O (Water). Run at temperature 47.5 celsius, time 8 hour. Product: ClC=1C=NC=2C(NC(C(C2C1)F)OC)=O (3-Chloro-5-fluoro-6-methoxy-6,7-dihydro-1,7-naphthyridin-8(5H)-one). The yield is 80.0%. RXN SMILES: [Cl:1][C:2]1[CH:3]=[N:4][C:5]2[C:6](=[O:12])[NH:7][CH:8]=[CH:9][C:10]=2[CH:11]=1.CO.C(#N)C.F[B-](F)(F)F.ClC[N+]12CC[N+](F)(CC1)CC2.[F:34][B-](F)(F)F.CCO[C:42](C)=[O:43]>O>[Cl:1][C:2]1[CH:3]=[N:4][C:5]2[C:6](=[O:12])[NH:7][CH:8]([O:43][CH3:42])[CH:9]([F:34])[C:10]=2[CH:11]=1 |f:3.4.5|. Procedure details: A pressure bottle was charged with 3-chloro-1,7-naphthyridin-8(7H)-one (Anichem, 15 g, 83 mmol), MeOH (34 ml), acetonitrile (173 ml) and 1-(chloromethyl)-4-fluoro-1,4-diazabicyclo[2.2.2]octane-1,4-diium tetrafluoroborate (Aldrich, 30.9 g, 87 mmol). The mixture was heated to 45-50° C. After 6 hs additional 1-(chloromethyl)-4-fluoro-1,4-diazabicyclo[2.2.2]octane-1,4-diium tetrafluoroborate (2.5 g) was added and heating was continued overnight. Water and EtOAc were added to the cooled reaction mixt... Reactants: [BH4-], COC(=O)C(CCCc1ccccc1)C(C)=O, CO, [Na+]. Yields the product COC(=O)C(CCCc1ccccc1)C(C)O. As a reaction SMILES: [BH4-:18].[C:1]([CH3:2])(=[O:3])[CH:4]([C:5](=[O:6])[O:7][CH3:8])[CH2:9][CH2:10][CH2:11][c:12]1[cH:13][cH:14][cH:15][cH:16][cH:17]1.[CH3:20][OH:21].[Na+:19]>>[CH:1]([CH3:2])([OH:3])[CH:4]([C:5](=[O:6])[O:7][CH3:8])[CH2:9][CH2:10][CH2:11][c:12]1[cH:13][cH:14][cH:15][cH:16][cH:17]1. Starting materials: CCN(CC)CC(=O)NC1=CC=C(C=C1)C(=O)NC2=C(C=CC=C2C)C (DEGA). Solvent: O (H2O). Yields the product CCN(CC)CC(=O)NC1=CC=C(C=C1)C(=O)NC2=C(C=CC=C2C)C.O (DEGA H2O). Reaction SMILES: [CH3:1][CH2:2][N:3]([CH2:6][C:7]([NH:9][C:10]1[CH:15]=[CH:14][C:13]([C:16]([NH:18][C:19]2[C:24]([CH3:25])=[CH:23][CH:22]=[CH:21][C:20]=2[CH3:26])=[O:17])=[CH:12][CH:11]=1)=[O:8])[CH2:4][CH3:5]>O>[CH3:5][CH2:4][N:3]([CH2:6][C:7]([NH:9][C:10]1[CH:15]=[CH:14][C:13]([C:16]([NH:18][C:19]2[C:20]([CH3:26])=[CH:21][CH:22]=[CH:23][C:24]=2[CH3:25])=[O:17])=[CH:12][CH:11]=1)=[O:8])[CH2:2][CH3:1].[OH2:8] |f:2.3|. Procedure details: A stripping and cleaning solution was prepared by mixing DEGA and H2O at 60:40 by weight ratio and adding the product obtained in Synthesis 1 as a solution to the DEGA/H2O mixture at 10 wt %.